This data is from the Open Reaction Database (ORD), a public repository of structured organic reaction records. The task is: describe an organic reaction: reactants, conditions, products, and yield The product is CC(=O)Nc1ccc(OCC(O)CNC(C)(C)C)c(-c2ccc(NN)nn2)c1. Reaction SMILES: [C:1]([CH3:2])(=[O:3])[NH:4][c:5]1[cH:6][cH:7][c:8]([O:18][CH2:19][CH:20]([CH2:21][NH:22][C:23]([CH3:24])([CH3:25])[CH3:26])[OH:27])[c:9](-[c:11]2[cH:12][cH:13][c:14](=[S:17])[nH:15][n:16]2)[cH:10]1.[CH3:31][CH2:32][OH:33].[NH2:29][NH2:30].[OH2:28]>>[C:1]([CH3:2])(=[O:3])[NH:4][c:5]1[cH:6][cH:7][c:8]([O:18][CH2:19][CH:20]([CH2:21][NH:22][C:23]([CH3:24])([CH3:25])[CH3:26])[OH:27])[c:9](-[c:11]2[cH:12][cH:13][c:14]([NH:29][NH2:30])[n:15][n:16]2)[cH:10]1. Starting materials: CC(=O)Nc1ccc(OCC(O)CNC(C)(C)C)c(-c2ccc(=S)[nH]n2)c1, CCO, NN, O. The reactants are Cl.NC1=C(C=CC(=C1)C)C1=CC=CC=C1 (2-amino-4-methylbiphenyl hydrochloride), C(#N)N1CCOCC1 (4-cyanomorpholine). The solvent is C1=C(C=CC=C1O)C (m-cresol). The product is CC1=CC(=C(C=C1)C1=CC=CC=C1)NC(=N)N1CCOCC1 (N-(4-methyl-2-biphenylyl)morpholine-4-carboxamidine). RXN SMILES: Cl.[NH2:2][C:3]1[CH:8]=[C:7]([CH3:9])[CH:6]=[CH:5][C:4]=1[C:10]1[CH:15]=[CH:14][CH:13]=[CH:12][CH:11]=1.[C:16]([N:18]1[CH2:23][CH2:22][O:21][CH2:20][CH2:19]1)#[N:17]>C1C(O)=CC=CC=1C>[CH3:9][C:7]1[CH:6]=[CH:5][C:4]([C:10]2[CH:11]=[CH:12][CH:13]=[CH:14][CH:15]=2)=[C:3]([NH:2][C:16]([N:18]2[CH2:23][CH2:22][O:21][CH2:20][CH2:19]2)=[NH:17])[CH:8]=1 |f:0.1|. Reported procedure: A mixture of 2-amino-4-methylbiphenyl hydrochloride (7.7 g) and 4-cyanomorpholine (5.9 g) in m-cresol (45 ml) was heated at 90°-95° C. for 15 hours to yield N-(4-methyl-2-biphenylyl)morpholine-4-carboxamidine (m.p. 154°-155° C.) which was recrystallised from hexane.